Dataset: the Open Reaction Database (ORD), a public repository of structured organic reaction records. Task: describe an organic reaction: reactants, conditions, products, and yield The reactants are C[C@@H]1C[C@@H]([C@@H]2[C@H](C[C@H]([C@@](O2)(C(=O)C(=O)N3CCCC[C@H]3C(=O)O[C@@H]([C@@H]([C@H](CC(=O)[C@@H](/C=C(/C1)\C)CC=C)O)C)/C(=C/[C@@H]4CC[C@H]([C@@H](C4)OC)O)/C)O)C)OC)OC (FK506). Solvent: O (water). Yields the product C[C@@H]1C[C@@H]([C@@H]2[C@H](C[C@H]([C@@](O2)(C(=O)C(=O)N3CCCC[C@H]3C(=O)O[C@@H]([C@@H]([C@H](CC(=O)[C@@H](/C=C(/C1)\C)CC=C)O)C)/C(=C/[C@@H]4CC[C@H]([C@@H](C4)OC)O)/C)O)C)OC)OC.C[C@@H]1C[C@@H]([C@@H]2[C@H](C[C@H]([C@@](O2)(C(=O)C(=O)N3CCCC[C@H]3C(=O)O[C@@H]([C@@H]([C@H](CC(=O)[C@@H](/C=C(/C1)\C)CC=C)O)C)/C(=C/[C@@H]4CC[C@H]([C@@H](C4)OC)O)/C)O)C)OC)OC (FK506 Tacrolimus). RXN SMILES: [CH3:1][C@H:2]1[CH2:33][C:32]([CH3:34])=[CH:31][C@@H:30]([CH2:35][CH:36]=[CH2:37])[C:28](=[O:29])[CH2:27][C@H:26]([OH:38])[C@@H:25]([CH3:39])[C@@H:24](/[C:40](/[CH3:51])=[CH:41]/[C@H:42]2[CH2:47][C@@H:46]([O:48][CH3:49])[C@H:45]([OH:50])[CH2:44][CH2:43]2)[O:23][C:21](=[O:22])[C@H:20]2[N:15]([CH2:16][CH2:17][CH2:18][CH2:19]2)[C:13](=[O:14])[C:11](=[O:12])[C@:9]2([OH:52])[O:10][C@@H:5]([C@@H:6]([O:54][CH3:55])[CH2:7][C@H:8]2[CH3:53])[C@@H:4]([O:56][CH3:57])[CH2:3]1>O>[CH3:1][C@H:2]1[CH2:33][C:32]([CH3:34])=[CH:31][C@@H:30]([CH2:35][CH:36]=[CH2:37])[C:28](=[O:29])[CH2:27][C@H:26]([OH:38])[C@@H:25]([CH3:39])[C@@H:24](/[C:40](/[CH3:51])=[CH:41]/[C@H:42]2[CH2:47][C@@H:46]([O:48][CH3:49])[C@H:45]([OH:50])[CH2:44][CH2:43]2)[O:23][C:21](=[O:22])[C@H:20]2[N:15]([CH2:16][CH2:17][CH2:18][CH2:19]2)[C:13](=[O:14])[C:11](=[O:12])[C@:9]2([OH:52])[O:10][C@@H:5]([C@@H:6]([O:54][CH3:55])[CH2:7][C@H:8]2[CH3:53])[C@@H:4]([O:56][CH3:57])[CH2:3]1.[CH3:1][C@H:2]1[CH2:33][C:32]([CH3:34])=[CH:31][C@@H:30]([CH2:35][CH:36]=[CH2:37])[C:28](=[O:29])[CH2:27][C@H:26]([OH:38])[C@@H:25]([CH3:39])[C@@H:24](/[C:40](/[CH3:51])=[CH:41]/[C@H:42]2[CH2:47][C@@H:46]([O:48][CH3:49])[C@H:45]([OH:50])[CH2:44][CH2:43]2)[O:23][C:21](=[O:22])[C@H:20]2[N:15]([CH2:16][CH2:17][CH2:18][CH2:19]2)[C:13](=[O:14])[C:11](=[O:12])[C@:9]2([OH:52])[O:10][C@@H:5]([C@@H:6]([O:54][CH3:55])[CH2:7][C@H:8]2[CH3:53])[C@@H:4]([O:56][CH3:57])[CH2:3]1 |f:2.3|. Procedure: FK506, which is not water soluble, was mixed with Matrigel™ (as a suspension) at 10 μg/μl, and 1.2 μl were injected into the subretinal space as described above. Eyes were collected 10 days after injection and blood vessels were stained with Vessel Paint. Eyes were embedded in 5% agarose and serial sections were cut (100 μm thick) on a vibratome. CNV was examined by fluorescence microscopy and CNV index of each eye was calculated. Results are shown below. The reactants are OCCC12CC3CC(CC(C1)C3)C2 (1-Hydroxy-2-(adamant-1-yl)ethane), P(Br)(Br)(Br)(Br)Br (phosphorus pentabromide). Solvent: C(C)OCC (diethyl ether). Yields the product BrCCC12CC3CC(CC(C1)C3)C2 (1-Bromo-2-(adamant-1-yl)ethane). As a reaction SMILES: O[CH2:2][CH2:3][C:4]12[CH2:13][CH:8]3[CH2:9][CH:10]([CH2:12][CH:6]([CH2:7]3)[CH2:5]1)[CH2:11]2.P(Br)(Br)(Br)(Br)[Br:15]>C(OCC)C>[Br:15][CH2:2][CH2:3][C:4]12[CH2:13][CH:8]3[CH2:9][CH:10]([CH2:12][CH:6]([CH2:7]3)[CH2:5]1)[CH2:11]2. Procedure: 1-Hydroxy-2-(adamant-1-yl)ethane (901.0 mg, 5.0 mmol) was treated with phosphorus pentabromide(3.0 gm, 7.0 mmol) in diethyl ether and warmed slightly until a noticeable exotherm was observed. The resulting red solution was washed with aqueous sodium bicarbonate solution and dried (Na2SO4). Solvent removal gave crude 1-Bromo-2-(adamant-1-yl)ethane. The material was used as is without further purification. Reactants: Cc1ccc(S(=O)(=O)n2nc(C)c3cc(Br)c(N)cc32)cc1, Cc1ccccc1, CN(C)c1ccncc1, O=C(Cl)Cl, c1ccncc1. Product: Cc1ccc(S(=O)(=O)n2nc(C)c3cc(Br)c(N=C=O)cc32)cc1. Reaction SMILES: [Br:1][c:2]1[cH:3][c:4]2[c:5]([CH3:22])[n:6][n:7]([S:12](=[O:13])(=[O:14])[c:15]3[cH:16][cH:17][c:18]([CH3:21])[cH:19][cH:20]3)[c:8]2[cH:9][c:10]1[NH2:11].[CH3:33][c:34]1[cH:35][cH:36][cH:37][cH:38][cH:39]1.[CH3:40][N:41]([c:42]1[cH:43][cH:44][n:45][cH:46][cH:47]1)[CH3:48].[Cl:29][C:30]([Cl:31])=[O:32].[cH:23]1[cH:24][cH:25][n:26][cH:27][cH:28]1>>[Br:1][c:2]1[cH:3][c:4]2[c:5]([CH3:22])[n:6][n:7]([S:12](=[O:13])(=[O:14])[c:15]3[cH:16][cH:17][c:18]([CH3:21])[cH:19][cH:20]3)[c:8]2[cH:9][c:10]1[N:11]=[C:30]=[O:32]. Starting materials: C(CC(=O)OCC)(=O)OCC (diethyl malonate), [Na] (Sodium), BrC(C)CCC(C)Br (2,5-dibromohexane). Run in C(C)O (ethanol). Reaction conditions: time 8 hour. Product: CC1C(C(CC1)C)(C(=O)OCC)C(=O)OCC (diethyl 2,5-dimethylcyclopentane-1,1-dicarboxylate). Yield: 41.5%. Reaction SMILES: [Na].[C:2]([O:10][CH2:11][CH3:12])(=[O:9])[CH2:3][C:4]([O:6][CH2:7][CH3:8])=[O:5].Br[CH:14]([CH2:16][CH2:17][CH:18](Br)[CH3:19])[CH3:15]>C(O)C>[CH3:19][CH:18]1[CH2:17][CH2:16][CH:14]([CH3:15])[C:3]1([C:4]([O:6][CH2:7][CH3:8])=[O:5])[C:2]([O:10][CH2:11][CH3:12])=[O:9] |^1:0|. Reported procedure: Sodium metal (16 g, 0.7 mole) was dissolved in absolute ethanol (500 ml) under argon with cooling as necessary to maintain a temperature of <70° C. The solution was cooled and redistilled diethyl malonate (54.3 g, 0.362 mole) was added dropwise, with cooling as necessary, followed by 2,5-dibromohexane (85 g, 0.348 mole) in a single portion. The reaction mixture was stirred overnight at room temperature and then refluxed for 2 hours. The mixture was then concentrated to approximately half the vol...